This data is from the Open Reaction Database (ORD), a public repository of structured organic reaction records. The task is: describe an organic reaction: reactants, conditions, products, and yield The reactants are FC(OC1=CC=C(C=C1)C1=NC=2N(C(=C1)C(F)(F)F)N=CC2C(=O)O)(F)F (5-(4-trifluoromethoxy-phenyl)-7-trifluoromethyl-pyrazolo[1,5-a]pyrimidine-3-carboxylic acid), CS(=O)(=O)C=1C=C(C=CC1)N (3-methanesulfonyl-phenylamine), Cl (hydrochloride). The product is CS(=O)(=O)C=1C=C(C=CC1)NC(=O)C=1C=NN2C1N=C(C=C2C(F)(F)F)C2=CC=C(C=C2)OC(F)(F)F (5-(4-Trifluoromethoxy-phenyl)-7-trifluoromethyl-pyrazolo[1,5-a]pyrimidine-3-carboxylic acid(3-methanesulfonyl-phenyl)-amide). Reaction SMILES: [F:1][C:2]([F:27])([F:26])[O:3][C:4]1[CH:9]=[CH:8][C:7]([C:10]2[CH:15]=[C:14]([C:16]([F:19])([F:18])[F:17])[N:13]3[N:20]=[CH:21][C:22]([C:23](O)=[O:24])=[C:12]3[N:11]=2)=[CH:6][CH:5]=1.[CH3:28][S:29]([C:32]1[CH:33]=[C:34]([NH2:38])[CH:35]=[CH:36][CH:37]=1)(=[O:31])=[O:30].Cl>>[CH3:28][S:29]([C:32]1[CH:33]=[C:34]([NH:38][C:23]([C:22]2[CH:21]=[N:20][N:13]3[C:14]([C:16]([F:18])([F:19])[F:17])=[CH:15][C:10]([C:7]4[CH:6]=[CH:5][C:4]([O:3][C:2]([F:27])([F:26])[F:1])=[CH:9][CH:8]=4)=[N:11][C:12]=23)=[O:24])[CH:35]=[CH:36][CH:37]=1)(=[O:30])=[O:31]. Procedure: The title compound was prepared from 5-(4-trifluoromethoxy-phenyl)-7-trifluoromethyl-pyrazolo[1,5-a]pyrimidine-3-carboxylic acid (example C.19) and 3-methanesulfonyl-phenylamine [commercially available as hydrochloride] according to general procedure II. Yellow solid. MS (ISP) 545.3 [(M+H)+]; mp 245° C.